Dataset: the Open Reaction Database (ORD), a public repository of structured organic reaction records. Task: describe an organic reaction: reactants, conditions, products, and yield Reactants: C(c1ccc(c(c1)C(O)=O)F)=O, CC1=CN=C(C=C1)N, [C-]#[N+]C1CCCCC1. The reagents and catalysts are O=C(O)C(F)(F)F (trifluoroacetic acid). The solvent is CC(C)O (isopropyl alcohol), CC(C)O (isopropylalcohol). Conditions: temperature 22 celsius, time 20 hour. The product is Cc1ccc2nc(c3ccc(c(c3)C(O)=O)F)c(NC3CCCCC3)n2c1. Yield: 5.9%. As a reaction SMILES: CC1=CC=C(N)N=C1.[C-]#[N+]C1CCCCC1.OC(=O)C1=C(F)C=CC(C=O)=C1>>CC1=CN2C(C=C1)=NC(=C2NC1CCCCC1)C1=CC(C(O)=O)=C(F)C=C1. Starting materials: CS(=O)(=O)C=1C=C(C=CC1)C1=CC=C(S1)C1=CC(=NN1C=1C(=NC=CC1)C(F)(F)F)C(C)(C)O (2-(5-(5-(3-(methylsulfonyl)phenyl)thiophen-2-yl)-1-(2-(trifluoromethyl)-pyridin-3-yl)-1H-pyrazol-3-yl)propan-2-ol), ClN1C(CCC1=O)=O (N-chlorosuccinimide), C1(CCC(N1)=O)=O (succinimide). Run in C(Cl)Cl (CH2Cl2), CC#N (MeCN). Reaction conditions: temperature 75 celsius, time 3 hour. Product: ClC=1C(=NN(C1C=1SC(=CC1)C1=CC(=CC=C1)S(=O)(=O)C)C=1C(=NC=CC1)C(F)(F)F)C(C)(C)O (2-(4-chloro-5-{5-[3-(methylsulfonyl)phenyl]-2-thienyl}-1-[2-(trifluoromethyl)pyridin-3-yl]-1H-pyrazol-3-yl)propan-2-ol). Yield: 60.0%. As a reaction SMILES: [CH3:1][S:2]([C:5]1[CH:6]=[C:7]([C:11]2[S:15][C:14]([C:16]3[N:20]([C:21]4[C:22]([C:27]([F:30])([F:29])[F:28])=[N:23][CH:24]=[CH:25][CH:26]=4)[N:19]=[C:18]([C:31]([OH:34])([CH3:33])[CH3:32])[CH:17]=3)=[CH:13][CH:12]=2)[CH:8]=[CH:9][CH:10]=1)(=[O:4])=[O:3].[Cl:35]N1C(=O)CCC1=O.C1(=O)NC(=O)CC1>CC#N.C(Cl)Cl>[Cl:35][C:17]1[C:18]([C:31]([OH:34])([CH3:32])[CH3:33])=[N:19][N:20]([C:21]2[C:22]([C:27]([F:30])([F:29])[F:28])=[N:23][CH:24]=[CH:25][CH:26]=2)[C:16]=1[C:14]1[S:15][C:11]([C:7]2[CH:8]=[CH:9][CH:10]=[C:5]([S:2]([CH3:1])(=[O:4])=[O:3])[CH:6]=2)=[CH:12][CH:13]=1. Procedure: To a solution of 2-(5-(5-(3-(methylsulfonyl)phenyl)thiophen-2-yl)-1-(2-(trifluoromethyl)-pyridin-3-yl)-1H-pyrazol-3-yl)propan-2-ol (10.6 g, 21 mmol) in MeCN (200 mL) was added N-chlorosuccinimide. The resulting solution was heated to 75° C. in a heating mantle. After stirring for 3 hours at 75° C. heating was discontinued and the solution was concentrated under reduced pressure to afford a yellow foam. This crude product was purified by flash column chromatography eluting with a gradient from 0%...